From a dataset of the Open Reaction Database (ORD), a public repository of structured organic reaction records. describe an organic reaction: reactants, conditions, products, and yield Starting materials: ClCCCN1CCN(Cc2ccc(Br)cc2)CC1, O=C1CCCc2c(O)cccc21. Yields the product O=C1CCCc2c(OCCCN3CCN(Cc4ccc(Br)cc4)CC3)cccc21. RXN SMILES: [Cl:13][CH2:14][CH2:15][CH2:16][N:17]1[CH2:18][CH2:19][N:20]([CH2:23][c:24]2[cH:25][cH:26][c:27]([Br:30])[cH:28][cH:29]2)[CH2:21][CH2:22]1.[OH:1][c:2]1[c:3]2[c:8]([cH:9][cH:10][cH:11]1)[C:7](=[O:12])[CH2:6][CH2:5][CH2:4]2>>[O:1]([c:2]1[c:3]2[c:8]([cH:9][cH:10][cH:11]1)[C:7](=[O:12])[CH2:6][CH2:5][CH2:4]2)[CH2:14][CH2:15][CH2:16][N:17]1[CH2:18][CH2:19][N:20]([CH2:23][c:24]2[cH:25][cH:26][c:27]([Br:30])[cH:28][cH:29]2)[CH2:21][CH2:22]1. Starting materials: N1C(=NCCC1)C1=CC=C(C=C1)C=1OC(=CC1)C1=CC=C(C=C1)C=1NCCCN1 (2,5-bis[4-(1,4,5,6-tetrahydropyrimidin-2-yl)phenyl] furan), C1=CC(=CC=C1C2=CC=3C=CC(=CC3N2)C(=N)N)C(=N)N (DAPI), CN1CCN(CC1)C=2C=CC3=C(C2)N=C(N3)C=4C=CC5=C(C4)N=C(N5)C=6C=CC(=CC6)O (Hoechst 33258). Yields the product N1C(=NCCCC1)C1=CC=C(C=C1)C=1OC(=CC1)C1=CC=C(C=C1)C=1NCCCCN1 (2,5-bis [4-(4,5,6,7-tetrahydro-1H-1,3-diazepin-2-yl) phenyl] furan). Reaction SMILES: N1CCCN=C1C1C=CC([C:13]2[O:14][C:15]([C:18]3[CH:23]=[CH:22][C:21]([C:24]4[NH:25][CH2:26][CH2:27][CH2:28][N:29]=4)=[CH:20][CH:19]=3)=[CH:16][CH:17]=2)=CC=1.[CH:30]1C(C2NC3C=C(C(N)=N)C=CC=3C=2)=CC=C(C(N)=N)C=1.CN1CCN(C2C=CC3NC(C4C=[CH:69][C:70]5[NH:75][C:74]([C:76]6[CH:77]=[CH:78][C:79](O)=[CH:80][CH:81]=6)=[N:73][C:71]=5[CH:72]=4)=NC=3C=2)CC1>>[NH:25]1[CH2:30][CH2:26][CH2:27][CH2:28][N:29]=[C:24]1[C:21]1[CH:20]=[CH:19][C:18]([C:15]2[O:14][C:13]([C:79]3[CH:80]=[CH:81][C:76]([C:74]4[NH:73][CH2:71][CH2:72][CH2:69][CH2:70][N:75]=4)=[CH:77][CH:78]=3)=[CH:17][CH:16]=2)=[CH:23][CH:22]=1. Reported procedure: 2,5-bis[4-(1,4,5,6-tetrahydropyrimidin-2-yl)phenyl] furan (DB103), in comparison to the compounds DAPI and Hoechst 33258. Reactants: C(=O)([O-])[O-].[Cs+].[Cs+] (Cs2CO3), Pd(dpp)Cl2, CC1(OB(OC1(C)C)C=1C=C2C(=NC1)NC=C2)C (5-(4,4,5,5-tetramethyl-1,3,2-dioxaborolan-2-yl)-1H-pyrrolo[2,3-b]pyridine), ClC1=CN=CC(=N1)N1CCC2=CC=CC=C12 (1-(6-chloropyrazin-2-yl)indoline). The solvent is COCCOC (DME), C(Cl)(Cl)Cl (CHCl3). Run at temperature 90 celsius. Product: N1(CCC2=CC=CC=C12)C1=CN=CC(=N1)C=1C=C2C(=NC1)NC=C2 (5-(6-(indolin-1-yl)pyrazin-2-yl)-1H-pyrrolo[2,3-b]pyridine). Reaction SMILES: CC1(C)C(C)(C)OB([C:9]2[CH:10]=[C:11]3[CH:17]=[CH:16][NH:15][C:12]3=[N:13][CH:14]=2)O1.Cl[C:20]1[N:25]=[C:24]([N:26]2[C:34]3[C:29](=[CH:30][CH:31]=[CH:32][CH:33]=3)[CH2:28][CH2:27]2)[CH:23]=[N:22][CH:21]=1.C([O-])([O-])=O.[Cs+].[Cs+]>COCCOC.C(Cl)(Cl)Cl>[N:26]1([C:24]2[N:25]=[C:20]([C:9]3[CH:10]=[C:11]4[CH:17]=[CH:16][NH:15][C:12]4=[N:13][CH:14]=3)[CH:21]=[N:22][CH:23]=2)[C:34]2[C:29](=[CH:30][CH:31]=[CH:32][CH:33]=2)[CH2:28][CH2:27]1 |f:2.3.4|. Procedure details: The starting material 5-(4,4,5,5-tetramethyl-1,3,2-dioxaborolan-2-yl)-1H-pyrrolo[2,3-b]pyridine (124) (50 mg, 0.205 mmol, 1 eq) and 1-(6-chloropyrazin-2-yl)indoline (88) 423 mg, 0.185 mmol, 0.9 eq) in DME (7 mL) was degassed and purged under argon atmosphere for 10 min. To this reaction mixture was charged Cs2CO3 (133 mg, 0.410 mmol, 2 eq) followed by addition of Pd(dpp)Cl2 (6 mg, 0.00819 mmol, 0.04 eq) and degassing and purging under argon for additional 10 minutes was performed. The reaction m... Reactants: BrC=1C=CC(=C(C1)OS(=O)(=O)C)C(CC)=O (Methanesulfonic acid 5bromo-2-propionyl-phenyl ester), C1(CCCCC1)NN (cyclohexylhydrazine), C(C)(=O)[O-].[NH4+] (ammonium acetate). Solvent: xylenes. Conditions: temperature 135 celsius. Yields the product BrC1=CC=C2C(=NN(C2=C1)C1CCCCC1)CC (6-bromo-1-cyclohexyl-3-ethyl-1H-indazole). Yield: 76.6%. As a reaction SMILES: [Br:1][C:2]1[CH:3]=[CH:4][C:5]([C:13](=O)[CH2:14][CH3:15])=[C:6](OS(C)(=O)=O)[CH:7]=1.[CH:17]1([NH:23][NH2:24])[CH2:22][CH2:21][CH2:20][CH2:19][CH2:18]1.C([O-])(=O)C.[NH4+]>>[Br:1][C:2]1[CH:7]=[C:6]2[C:5]([C:13]([CH2:14][CH3:15])=[N:24][N:23]2[CH:17]2[CH2:22][CH2:21][CH2:20][CH2:19][CH2:18]2)=[CH:4][CH:3]=1 |f:2.3|. Procedure: Methanesulfonic acid 5bromo-2-propionyl-phenyl ester (36.6 g, 119 mmol) was combined with cyclohexylhydrazine (27.2 g, 238 mmol) and ammonium acetate (23.0 g, 299 mmol) in xylenes (220 mL). The reaction mixture was heated to 135° C. in a Dean-Stark apparatus for 48 hours. The reaction was cooled to room temperature and concentrated to a low volume under reduced pressure. The crude product was filtered through a pad of silica gel (weight ratio product/silica gel 1/5) eluting first with hexanes th... Starting materials: C(OC(C(C1=CC(=CC(=C1)F)F)=C1CN(C1)C(C1=CC=C(C=C1)Cl)C1=CC=C(C=C1)Cl)C)(OC1=CC=C(C=C1)[N+](=O)[O-])=O (2-{1-[bis(4-chlorophenyl)methyl]azetidin-3-ylidene}-2-(3,5-difluorophenyl)-1-methylethyl 4-nitrophenyl carbonate), C(C)(C)N (isopropylamine). The solvent is C(Cl)Cl (methylene chloride). Reaction conditions: time 4 hour. The product is C(C)(C)NC(OC(C(C1=CC(=CC(=C1)F)F)=C1CN(C1)C(C1=CC=C(C=C1)Cl)C1=CC=C(C=C1)Cl)C)=O (2-{1-[bis(4-chlorophenyl)methyl]azetidin-3-ylidene}-2-(3,5-difluorophenyl)-1-methylethyl isopropylcarbamate). As a reaction SMILES: [C:1](=O)([O:33]C1C=CC([N+]([O-])=O)=CC=1)[O:2][CH:3]([CH3:32])[C:4](=[C:13]1[CH2:16][N:15]([CH:17]([C:25]2[CH:30]=[CH:29][C:28]([Cl:31])=[CH:27][CH:26]=2)[C:18]2[CH:23]=[CH:22][C:21]([Cl:24])=[CH:20][CH:19]=2)[CH2:14]1)[C:5]1[CH:10]=[C:9]([F:11])[CH:8]=[C:7]([F:12])[CH:6]=1.[CH:44]([NH2:47])([CH3:46])[CH3:45]>C(Cl)Cl>[CH:44]([NH:47][C:1](=[O:33])[O:2][CH:3]([CH3:32])[C:4](=[C:13]1[CH2:14][N:15]([CH:17]([C:25]2[CH:26]=[CH:27][C:28]([Cl:31])=[CH:29][CH:30]=2)[C:18]2[CH:23]=[CH:22][C:21]([Cl:24])=[CH:20][CH:19]=2)[CH2:16]1)[C:5]1[CH:10]=[C:9]([F:11])[CH:8]=[C:7]([F:12])[CH:6]=1)([CH3:46])[CH3:45]. Procedure: To a solution of 45 mg (0.073 mmol) of 2-{1-[bis(4-chlorophenyl)methyl]azetidin-3-ylidene}-2-(3,5-difluorophenyl)-1-methylethyl 4-nitrophenyl carbonate in 3 mL of methylene chloride was added 0.3 mL of isopropylamine and the reaction was stirred for 4 h at rt, followed by concentration and purification of the residue by silica gel chromatography with hexanes/ethyl acetate=4:1 to afford the title compound as white solid. Mass Spectrum: m/e=545 (M+1 35Cl, 35Cl) and 547 (M+1 35Cl, 37Cl). Starting materials: Cc1ccccc1, O=C1CCC(=O)N1Br, OCCc1cccs1. The product is OCCc1ccc(Br)s1. RXN SMILES: [CH3:17][c:18]1[cH:19][cH:20][cH:21][cH:22][cH:23]1.[O:9]=[C:10]1[N:11]([Br:16])[C:12](=[O:13])[CH2:14][CH2:15]1.[s:1]1[c:2]([CH2:6][CH2:7][OH:8])[cH:3][cH:4][cH:5]1>>[s:1]1[c:2]([CH2:6][CH2:7][OH:8])[cH:3][cH:4][c:5]1[Br:16]. Reactants: FC=1C=C(C(=O)O)C=C(C1[N+](=O)[O-])OC (3-fluoro-5-methoxy-4-nitrobenzoic acid), CC(=O)O (HOAc), [H][H] (hydrogen). Solvent: CO (MeOH). Product: NC1=C(C=C(C(=O)O)C=C1OC)F (4-Amino-3-fluoro-5-methoxybenzoic acid). As a reaction SMILES: [F:1][C:2]1[CH:3]=[C:4]([CH:8]=[C:9]([O:14][CH3:15])[C:10]=1[N+:11]([O-])=O)[C:5]([OH:7])=[O:6].CC(O)=O.[H][H]>CO>[NH2:11][C:10]1[C:9]([O:14][CH3:15])=[CH:8][C:4]([C:5]([OH:7])=[O:6])=[CH:3][C:2]=1[F:1]. Procedure: A solution of 3-fluoro-5-methoxy-4-nitrobenzoic acid (obtained above), HOAc (5 mL) and MeOH (5 mL) was hydrogenated using a hydrogen balloon overnight. The solution was then filtered through celite and concentrated to a red solid (590 mg, 66%). [M+H] calc'd for C8H8FNO3, 186. found 186. Starting materials: CCOC(=O)c1sc(-n2ccc(OCc3ccccc3)cc2=O)nc1C, [H][H], C1CCOC1. The product is CCOC(=O)c1sc(-n2ccc(O)cc2=O)nc1C. As a reaction SMILES: [CH2:1]([c:2]1[cH:3][cH:4][cH:5][cH:6][cH:7]1)[O:8][c:9]1[cH:10][c:11](=[O:26])[n:12](-[c:15]2[s:16][c:17]([C:21](=[O:22])[O:23][CH2:24][CH3:25])[c:18]([CH3:20])[n:19]2)[cH:13][cH:14]1.[H:27][H:28].[O:29]1[CH2:30][CH2:31][CH2:32][CH2:33]1>>[OH:8][c:9]1[cH:10][c:11](=[O:26])[n:12](-[c:15]2[s:16][c:17]([C:21](=[O:22])[O:23][CH2:24][CH3:25])[c:18]([CH3:20])[n:19]2)[cH:13][cH:14]1.